Task: describe an organic reaction: reactants, conditions, products, and yield. Dataset: the Open Reaction Database (ORD), a public repository of structured organic reaction records The reactants are CN1N=CC=2C1=CN=CC2C#CC=2C=C(C=CC2)N (3-(1-methyl-1H-pyrazolo[3,4-c]pyridin-4-ylethynyl)-phenylamine), CN1N=CC=2C1=CN=CC2C#CC=2C=C(C=CC2)N (3-(1-methyl-1H-pyrazolo[3,4-c]pyridin-4-ylethynyl)-phenylamine), C1(=CC=CC=C1)N=C=O (phenyl isocyanate). Run in C(Cl)Cl (DCM). Yields the product CN1N=CC=2C1=CN=CC2C#CC=2C=C(C=CC2)NC(=O)NC2=CC=CC=C2 (1-[3-(1-Methyl-1H-pyrazolo[3,4-c]pyridin-4-ylethynyl)-phenyl]-3-phenyl-urea). Reaction SMILES: [CH3:1][N:2]1[C:6]2=[CH:7][N:8]=[CH:9][C:10]([C:11]#[C:12][C:13]3[CH:14]=[C:15]([NH2:19])[CH:16]=[CH:17][CH:18]=3)=[C:5]2[CH:4]=[N:3]1.[C:20]1([N:26]=[C:27]=[O:28])[CH:25]=[CH:24][CH:23]=[CH:22][CH:21]=1>C(Cl)Cl>[CH3:1][N:2]1[C:6]2=[CH:7][N:8]=[CH:9][C:10]([C:11]#[C:12][C:13]3[CH:14]=[C:15]([NH:19][C:27]([NH:26][C:20]4[CH:25]=[CH:24][CH:23]=[CH:22][CH:21]=4)=[O:28])[CH:16]=[CH:17][CH:18]=3)=[C:5]2[CH:4]=[N:3]1. Procedure details: In analogy to GP 5, 100 mg of 3-(1-methyl-1H-pyrazolo[3,4-c]pyridin-4-ylethynyl)-phenylamine (Intermediate 3.1, 0.26 mmol, 1 eq.) were treated with 31 μL phenyl isocyanate (0.29 mmol, 1.1 eq.) in 2.6 mL DCM at rt. Aqueous work-up followed by HPLC purification provided the target compound. Yields the product CC(=O)Oc1c(C)c(C)c2c(c1C)CCC(C)(CCN(C)C)O2. The reactants are CC(=O)Oc1c(C)c(C)c2c(c1C)CCC(C)(CCBr)O2, CNC, CN(C)C=O, O. As a reaction SMILES: [C:1]([CH3:2])(=[O:3])[O:4][c:5]1[c:6]([CH3:21])[c:7]([CH3:20])[c:8]2[c:9]([c:18]1[CH3:19])[CH2:10][CH2:11][C:12]([CH3:14])([CH2:15][CH2:16][Br:17])[O:13]2.[CH3:22][NH:23][CH3:24].[CH3:26][N:27]([CH3:28])[CH:29]=[O:30].[OH2:25]>>[C:1]([CH3:2])(=[O:3])[O:4][c:5]1[c:6]([CH3:21])[c:7]([CH3:20])[c:8]2[c:9]([c:18]1[CH3:19])[CH2:10][CH2:11][C:12]([CH3:14])([CH2:15][CH2:16][N:23]([CH3:22])[CH3:24])[O:13]2.